This data is from the Open Reaction Database (ORD), a public repository of structured organic reaction records. The task is: describe an organic reaction: reactants, conditions, products, and yield Reactants: C(C1=CC=CC=C1)(=O)O (benzoic acid), C1(=C(C=CC=C1)N)N (1,2-phenylenediamine), C(C)(=O)OC(C)=O (acetic anhydride). Yields the product CC=1NC2=C(N1)C=CC=C2 (2-methylbenzimidazole). Reaction SMILES: [C:1](O)(=O)[C:2]1C=CC=CC=1.[C:10]1([NH2:17])[CH:15]=[CH:14][CH:13]=[CH:12][C:11]=1[NH2:16].C(OC(=O)C)(=O)C>>[CH3:1][C:2]1[NH:16][C:11]2[CH:12]=[CH:13][CH:14]=[CH:15][C:10]=2[N:17]=1. Reported procedure: Preparation of the intermediate benzoic acid 2 is shown in Scheme 2. 1,2-phenylenediamine is condensed with acetic anhydride to form 2-methylbenzimidazole which is then reacted with benzyl halide 5 (where X is Br, Cl, I, methansulfonyl, or p-toluenesulfonyl), in the presence of base to form 6. Hydrolysis of ester 6 gives benzoic acid 2. Condensation of 3,4-diaminopyridine with acetic anhydride followed by reaction with benzyl halide 5 as described above gives a mixture of 1-, 3-, and 5-substitut... Reactants: C[S-], CN(C)C=O, CCOC(C)=O, COCOc1ccc(-c2noc(C3(COS(C)(=O)=O)CC3)c2-c2ccccc2)cc1, [Na+]. Product: COCOc1ccc(-c2noc(C3(CSC)CC3)c2-c2ccccc2)cc1. Reaction SMILES: [CH3:1][S-:2].[CH3:34][N:35]([CH3:36])[CH:37]=[O:38].[CH3:39][CH2:40][O:41][C:42](=[O:43])[CH3:44].[CH3:4][O:5][CH2:6][O:7][c:8]1[cH:9][cH:10][c:11](-[c:14]2[n:15][o:16][c:17]([C:25]3([CH2:28][O:29][S:30]([CH3:31])(=[O:32])=[O:33])[CH2:26][CH2:27]3)[c:18]2-[c:19]2[cH:20][cH:21][cH:22][cH:23][cH:24]2)[cH:12][cH:13]1.[Na+:3]>>[CH3:1][S:2][CH2:28][C:25]1([c:17]2[o:16][n:15][c:14](-[c:11]3[cH:10][cH:9][c:8]([O:7][CH2:6][O:5][CH3:4])[cH:13][cH:12]3)[c:18]2-[c:19]2[cH:20][cH:21][cH:22][cH:23][cH:24]2)[CH2:26][CH2:27]1. Reactants: [Br-], CCCC[N+](CCCC)(CCCC)CCCC, COS(=O)(=O)OC, Cc1ccccc1, [K], Cc1ccc(C)c(OCc2ccccc2C(C#N)=NO)c1. The product is CON=C(C#N)c1ccccc1COc1cc(C)ccc1C. Reaction SMILES: [Br-:30].[CH2:31]([N+:32]([CH2:33][CH2:34][CH2:35][CH3:36])([CH2:37][CH2:38][CH2:39][CH3:40])[CH2:41][CH2:42][CH2:43][CH3:44])[CH2:45][CH2:46][CH3:47].[CH3:1][O:2][S:3]([O:4][CH3:5])(=[O:6])=[O:7].[CH3:48][c:49]1[cH:50][cH:51][cH:52][cH:53][cH:54]1.[K:8].[OH:9][N:10]=[C:11]([C:12]#[N:13])[c:14]1[c:15]([CH2:20][O:21][c:22]2[c:23]([CH3:29])[cH:24][cH:25][c:26]([CH3:28])[cH:27]2)[cH:16][cH:17][cH:18][cH:19]1>>[CH3:1][O:9][N:10]=[C:11]([C:12]#[N:13])[c:14]1[c:15]([CH2:20][O:21][c:22]2[c:23]([CH3:29])[cH:24][cH:25][c:26]([CH3:28])[cH:27]2)[cH:16][cH:17][cH:18][cH:19]1. The reactants are NC1=CC=C(C=C1)CCCC1N2CCC(C1=O)CC2 (2-[3-(4-aminophenyl)propyl]-1-azabicyclo[2.2.2]octan-3-one), CS(=O)(=O)Cl (methanesulfonyl chloride). The product is Cl.O=C1C(N2CCC1CC2)CCCC2=CC=C(C=C2)NS(=O)(=O)C (N-[4-(3-(3-Oxo-1-azabicyclo[2.2.2]oct-2-yl)propyl)phenyl]-methanesulfonamide hydrochloride). RXN SMILES: [NH2:1][C:2]1[CH:7]=[CH:6][C:5]([CH2:8][CH2:9][CH2:10][CH:11]2[C:16](=[O:17])[CH:15]3[CH2:18][CH2:19][N:12]2[CH2:13][CH2:14]3)=[CH:4][CH:3]=1.[CH3:20][S:21]([Cl:24])(=[O:23])=[O:22]>>[ClH:24].[O:17]=[C:16]1[CH:15]2[CH2:18][CH2:19][N:12]([CH2:13][CH2:14]2)[CH:11]1[CH2:10][CH2:9][CH2:8][C:5]1[CH:4]=[CH:3][C:2]([NH:1][S:21]([CH3:20])(=[O:23])=[O:22])=[CH:7][CH:6]=1 |f:2.3|. Procedure details: In a manner similar to Example X, react 2-[3-(4-aminophenyl)propyl]-1-azabicyclo[2.2.2]octan-3-one with methanesulfonyl chloride to afford the title compound. Reactants: COC(CC(C1=CC(=CC=C1)OC(F)(F)F)(C1=CC(=CC=C1)OC(F)(F)F)N[S@](=O)C(C)(C)C)=O ((R)-methyl-3-(2-methylpropan-2-ylsulfinamido)-3,3-bis(3-(trifluoromethoxy)phenyl)propanoate), N (NH3), CO (MeOH). Run in C(CO)O (ethylene glycol), CCOC(=O)C (EtOAc). Conditions: temperature 120 celsius. Yields the product CC(C)(C)S(=O)NC(CC(=O)N)(C1=CC(=CC=C1)OC(F)(F)F)C1=CC(=CC=C1)OC(F)(F)F (3-(2-methylpropan-2-ylsulfinamido)-3,3-bis(3-(trifluoromethoxy)phenyl)-propanamide). Isolated yield 76.0%. Reaction SMILES: C[O:2][C:3](=O)[CH2:4][C:5]([NH:28][S@@:29]([C:31]([CH3:34])([CH3:33])[CH3:32])=[O:30])([C:17]1[CH:22]=[CH:21][CH:20]=[C:19]([O:23][C:24]([F:27])([F:26])[F:25])[CH:18]=1)[C:6]1[CH:11]=[CH:10][CH:9]=[C:8]([O:12][C:13]([F:16])([F:15])[F:14])[CH:7]=1.CO.[NH3:38]>C(O)CO.CCOC(C)=O>[CH3:32][C:31]([S:29]([NH:28][C:5]([C:17]1[CH:22]=[CH:21][CH:20]=[C:19]([O:23][C:24]([F:27])([F:26])[F:25])[CH:18]=1)([C:6]1[CH:11]=[CH:10][CH:9]=[C:8]([O:12][C:13]([F:16])([F:15])[F:14])[CH:7]=1)[CH2:4][C:3]([NH2:38])=[O:2])=[O:30])([CH3:34])[CH3:33]. Reported procedure: (R)-methyl-3-(2-methylpropan-2-ylsulfinamido)-3,3-bis(3-(trifluoromethoxy)phenyl)propanoate (prepared as described for Procedure 11, 0.70 g, 1.33 mmol) was dissolved in 8N NH3 in ethylene glycol (6 mL) at room temperature in a microwave vial. The reaction mixture was heated at 120° C. for 1200 sec, and then at 130° C. for 1200 sec under microwave irradiation. After cooling, the cap was removed, and H2O was added. The mixture was extracted with EtOAc (3×), washed with H2O and brine, dried over Na... The reactants are C([O-])([O-])=O.[K+].[K+] (potassium carbonate), C(C)(=O)OC(COCCN(C)C)C=1C=C2CCC(C2=CC1)OC1OCCCC1 (1-acetoxy-2-[2-(N,N-dimethylamino)-ethoxy]-1-[1-(tetrahydropyran-2-yloxy)indan-5-yl]ethane), C(C)(=O)O (acetic acid), O1CCCC1 (tetrahydrofuran). The solvent is C(C)OCC (diethyl ether), O (water), O (water). Reaction conditions: temperature 70 celsius, time 2 hour. The product is C(C)(=O)OC(COCCN(C)C)C=1C=C2CCC(C2=CC1)O (1-acetoxy-1-[(1-hydroxy)indan-5-yl]-2-[2-(N,N-dimethylamino)ethoxy]ethane). Yield: 70.8%. Reaction SMILES: [C:1]([O:4][CH:5]([C:13]1[CH:14]=[C:15]2[C:19](=[CH:20][CH:21]=1)[CH:18]([O:22]C1CCCCO1)[CH2:17][CH2:16]2)[CH2:6][O:7][CH2:8][CH2:9][N:10]([CH3:12])[CH3:11])(=[O:3])[CH3:2].C(O)(=O)C.O1CCCC1.C(=O)([O-])[O-].[K+].[K+]>C(OCC)C.O>[C:1]([O:4][CH:5]([C:13]1[CH:14]=[C:15]2[C:19](=[CH:20][CH:21]=1)[CH:18]([OH:22])[CH2:17][CH2:16]2)[CH2:6][O:7][CH2:8][CH2:9][N:10]([CH3:12])[CH3:11])(=[O:3])[CH3:2] |f:3.4.5|. Procedure: 1.8 g of 1-acetoxy-2-[2-(N,N-dimethylamino)-ethoxy]-1-[1-(tetrahydropyran-2-yloxy)indan-5-yl]ethane was added to 30 ml of a 4:2:1 mixed solution of acetic acid, tetrahydrofuran and water. The resulting mixture was stirred at 70° C. for 2 hours. The reaction mixture was cooled and added to a mixture of 100 ml of water and 100 ml of diethyl ether. The resulting mixture was adjusted to pH 8.5 with potassium carbonate. The organic layer was separated and dried over anhydrous magnesium sulfate. The s... The reactants are solution, C[Mg]Cl (methyl magnesium chloride), NC1=C(C(=O)OC)C=CC=C1C (methyl 2-amino-3-methylbenzoate), CCOCC (ether). The solvent is C1CCOC1 (THF). Run at time 8 hour. The product is NC1=C(C=CC=C1C)C(O)(C)C ((2-amino-3-methylphenyl)dimethylcarbinol). Reaction SMILES: [CH3:1][Mg]Cl.[NH2:4][C:5]1[C:14](C)=[CH:13][CH:12]=[CH:11][C:6]=1[C:7](OC)=O.CC[O:18][CH2:19][CH3:20]>C1COCC1>[NH2:4][C:5]1[C:6]([CH3:7])=[CH:11][CH:12]=[CH:13][C:14]=1[C:19]([CH3:20])([CH3:1])[OH:18]. Procedure details: 130 ml of a 3 M solution of methyl magnesium chloride in 130 ml of THF was added drop-by-drop to a stirred solution of 11 g of 49A in 70 ml of dry ether at 0°-5° C. in a nitrogen atmosphere. The resulting mixture was allowed to warm to room temperature and stirred at reflux (40° C.) for 5 hours and held overnight at room temperature. The mixture then was quenched in a mixture of 48 g of ammonium chloride and 350 g of ice. 30 ml of 3 N hydrochloric acid was added, the solvents were evaporated, an...